This data is from the Open Reaction Database (ORD), a public repository of structured organic reaction records. The task is: describe an organic reaction: reactants, conditions, products, and yield Starting materials: [OH-].[Na+] (Sodium hydroxide), ClC=1C=C(C=CC1OC(C)C)C1=NC(=NO1)C=1C=CC=C2C(=CN(C12)CC(C)C)CCC(=O)OCC(C)C (2-Methylpropyl 3-[7-(5-{3-chloro-4-[(1-methylethyl)oxy]phenyl}-1,2,4-oxadiazol-3-yl)-1-(2-methylpropyl)-1H-indol-3-yl]propanoate), Cl (HCl). Run in C1CCOC1 (THF), C(C)(C)O (isopropanol), O (water). Conditions: time 8 hour. Yields the product ClC=1C=C(C=CC1OC(C)C)C1=NC(=NO1)C=1C=CC=C2C(=CN(C12)CC(C)C)CCC(=O)O (3-[7-(5-{3-chloro-4-[(1-methylethyl)oxy]phenyl}-1,2,4-oxadiazol-3-yl)-1-(2-methylpropyl)-1H-indol-3-yl]propanoic acid). Isolated yield 60.9%. As a reaction SMILES: [OH-].[Na+].[Cl:3][C:4]1[CH:5]=[C:6]([C:14]2[O:18][N:17]=[C:16]([C:19]3[CH:20]=[CH:21][CH:22]=[C:23]4[C:27]=3[N:26]([CH2:28][CH:29]([CH3:31])[CH3:30])[CH:25]=[C:24]4[CH2:32][CH2:33][C:34]([O:36]CC(C)C)=[O:35])[N:15]=2)[CH:7]=[CH:8][C:9]=1[O:10][CH:11]([CH3:13])[CH3:12].Cl>C1COCC1.C(O)(C)C.O>[Cl:3][C:4]1[CH:5]=[C:6]([C:14]2[O:18][N:17]=[C:16]([C:19]3[CH:20]=[CH:21][CH:22]=[C:23]4[C:27]=3[N:26]([CH2:28][CH:29]([CH3:30])[CH3:31])[CH:25]=[C:24]4[CH2:32][CH2:33][C:34]([OH:36])=[O:35])[N:15]=2)[CH:7]=[CH:8][C:9]=1[O:10][CH:11]([CH3:12])[CH3:13] |f:0.1|. Procedure details: Sodium hydroxide (114 mg) was added to a solution of 2-methylpropyl 3-[7-(5-{3-chloro-4-[(1-methylethyl)oxy]phenyl}-1,2,4-oxadiazol-3-yl)-1-(2-methylpropyl)-1H-indol-3-yl]propanoate (D124) (77 mg) in THF (5 mL), isopropanol (4 mL) and water (2 mL). The reaction mixture was stirred at room temperature overnight. The mixture was neutralized with 2 M HCl till pH ˜6.0. The solvent was concentrated, and the residue was dissolved in water. The precipitated solid was purified by Mass Directed Auto Prep...